Dataset: the Open Reaction Database (ORD), a public repository of structured organic reaction records. Task: describe an organic reaction: reactants, conditions, products, and yield Reactants: ClC1=CC=C(C=C1)C1=NC=2N(C(=C1)C1CC1)N=CC2C(=O)O (5-(4-chloro-phenyl)-7-cyclopropyl-pyrazolo[1,5-a]pyrimidine-3-carboxylic acid), NC=1C=C(C=CC1)S(=O)(=O)N1[C@@H](CCC1)CO ((S)-[1-(3-amino-benzenesulfonyl)-pyrrolidin-2-yl]-methanol). Product: OC[C@H]1N(CCC1)S(=O)(=O)C=1C=C(C=CC1)NC(=O)C=1C=NN2C1N=C(C=C2C2CC2)C2=CC=C(C=C2)Cl (5-(4-Chloro-phenyl)-7-cyclopropyl-pyrazolo[1,5-a]pyrimidine-3-carboxylic acid[3-((S)-2-hydroxymethyl-pyrrolidine-1-sulfonyl)-phenyl]-amide). RXN SMILES: [Cl:1][C:2]1[CH:7]=[CH:6][C:5]([C:8]2[CH:13]=[C:12]([CH:14]3[CH2:16][CH2:15]3)[N:11]3[N:17]=[CH:18][C:19]([C:20]([OH:22])=O)=[C:10]3[N:9]=2)=[CH:4][CH:3]=1.[NH2:23][C:24]1[CH:25]=[C:26]([S:30]([N:33]2[CH2:37][CH2:36][CH2:35][C@H:34]2[CH2:38][OH:39])(=[O:32])=[O:31])[CH:27]=[CH:28][CH:29]=1>>[OH:39][CH2:38][C@@H:34]1[CH2:35][CH2:36][CH2:37][N:33]1[S:30]([C:26]1[CH:25]=[C:24]([NH:23][C:20]([C:19]2[CH:18]=[N:17][N:11]3[C:12]([CH:14]4[CH2:15][CH2:16]4)=[CH:13][C:8]([C:5]4[CH:6]=[CH:7][C:2]([Cl:1])=[CH:3][CH:4]=4)=[N:9][C:10]=23)=[O:22])[CH:29]=[CH:28][CH:27]=1)(=[O:32])=[O:31]. Procedure details: The title compound was prepared from 5-(4-chloro-phenyl)-7-cyclopropyl-pyrazolo[1,5-a]pyrimidine-3-carboxylic acid (example C.28) and (S)-[1-(3-amino-benzenesulfonyl)-pyrrolidin-2-yl]-methanol (example B.13) according to general procedure II. Pale-yellow solid. Mp 180-182° C. Starting materials: CC(C)(C)OC(=O)N1CCC(c2ccc(Br)cc2)CC1, CCOC(C)=O, Cl. Product: Cl, Brc1ccc(C2CCNCC2)cc1. RXN SMILES: [C:1]([O:2][C:3](=[O:4])[N:8]1[CH2:9][CH2:10][CH:11]([c:14]2[cH:15][cH:16][c:17]([Br:20])[cH:18][cH:19]2)[CH2:12][CH2:13]1)([CH3:5])([CH3:6])[CH3:7].[CH3:22][CH2:23][O:24][C:25](=[O:26])[CH3:27].[ClH:21]>>[ClH:21].[NH:8]1[CH2:9][CH2:10][CH:11]([c:14]2[cH:15][cH:16][c:17]([Br:20])[cH:18][cH:19]2)[CH2:12][CH2:13]1. The reactants are C([O-])([O-])=O.[Na+].[Na+] (sodium carbonate), BrC=1C=CC(=C(C=O)C1)F (5-bromo-2-fluorobenzaldehyde), COC1=CC=C(CN2C(CCCC2)=O)C=C1 (1-(4-methoxybenzyl)piperidin-2-one), [OH-].[Na+] (sodium hydroxide), Cl (hydrochloric acid), Cl (hydrochloric acid). Run in CS(=O)C (dimethyl sulfoxide). Reaction conditions: temperature 0 celsius. The product is BrC1=CC(=C(C=C1)N(CCCCC(=O)O)CC1=CC=C(C=C1)OC)C=O (5-((4-bromo-2-formylphenyl)(4-methoxybenzyl)amino)pentanoic acid). The yield is 96.6%. Reaction SMILES: [CH3:1][O:2][C:3]1[CH:16]=[CH:15][C:6]([CH2:7][N:8]2[CH2:13][CH2:12][CH2:11][CH2:10][C:9]2=[O:14])=[CH:5][CH:4]=1.[OH-].[Na+].Cl.C(=O)([O-])[O-:21].[Na+].[Na+].[Br:26][C:27]1[CH:28]=[CH:29][C:30](F)=[C:31]([CH:34]=1)[CH:32]=[O:33]>CS(C)=O>[Br:26][C:27]1[CH:28]=[CH:29][C:30]([N:8]([CH2:7][C:6]2[CH:15]=[CH:16][C:3]([O:2][CH3:1])=[CH:4][CH:5]=2)[CH2:13][CH2:12][CH2:11][CH2:10][C:9]([OH:21])=[O:14])=[C:31]([CH:32]=[O:33])[CH:34]=1 |f:1.2,4.5.6|. Procedure details: To 1-(4-methoxybenzyl)piperidin-2-one (50.0 g) was added aqueous 4N sodium hydroxide solution (228 ml) and then the mixture was refluxed for a day. The mixture was cooled to 0° C. and concentrated hydrochloric acid (76 ml) was added thereto. The mixture was neutralized. Then, after adding sodium carbonate (53.8 g) and dimethyl sulfoxide (600 ml), 5-bromo-2-fluorobenzaldehyde (38.6 g) was added dropwise at 135° C. to the mixture. After refluxing for 5 hours, the mixture was neutralized with 3N hy... Reactants: BrC(C(OC)OC)C1=CC=CC=C1 ((1-Bromo-2,2-dimethoxyethyl)benzene), [Si](C)(C)(C(C)(C)C)OC1CCC=2C=CC=C(C2C1)NC(=S)N ([7-(tert-Butyldimethylsilyloxy)-5,6,7,8-tetrahydronaphthalen-1-yl]thiourea). Run in CCO (EtOH), Cl (HCl). The product is C1(=CC=CC=C1)C1=CN=C(S1)NC=1C=CC=C2CCC(CC12)O (8-(5-Phenylthiazol-2-ylamino)-1,2,3,4-tetrahydronaphthalen-2-ol). As a reaction SMILES: [Si]([O:8][CH:9]1[CH2:18][C:17]2[C:16]([NH:19][C:20]([NH2:22])=[S:21])=[CH:15][CH:14]=[CH:13][C:12]=2[CH2:11][CH2:10]1)(C(C)(C)C)(C)C.Br[CH:24]([C:30]1[CH:35]=[CH:34][CH:33]=[CH:32][CH:31]=1)[CH:25](OC)OC>CCO.Cl>[C:30]1([C:24]2[S:21][C:20]([NH:19][C:16]3[CH:15]=[CH:14][CH:13]=[C:12]4[C:17]=3[CH2:18][CH:9]([OH:8])[CH2:10][CH2:11]4)=[N:22][CH:25]=2)[CH:35]=[CH:34][CH:33]=[CH:32][CH:31]=1. Reported procedure: A mixture of the product of Example 24A (200 mg, 0.594 mmol) and the product of Example 24B (146 mg, 0.596 mmol) was refluxed for 2 hours in a mixture of EtOH (6 mL) and 1N HCl (1 mL). After cooling to room temperature, the mixture was quenched with saturated NaHCO3 solution and was extracted with EtOAc. The extracts were dried over Na2SO4, filtered evaporated under reduced pressure, and chromatographed on silica gel (95:5 to 92:8 CH2Cl2:CH3OH eluant). The title compound was afforded as a pale t... The reactants are [N+](=O)([O-])C1=CC=C(CSC2=NC=CC=C2)C=C1 (2-[(4-nitrobenzyl)sulfanyl]pyridine), reduced iron. The solvent is C(C)(=O)O (acetic acid). Run at time 20 hour. The product is N1=C(C=CC=C1)SCC1=CC=C(N)C=C1 (4-[(2-pyridinylsulfanyl)methyl]aniline). Isolated yield 38.5%. As a reaction SMILES: [N+:1]([C:4]1[CH:17]=[CH:16][C:7]([CH2:8][S:9][C:10]2[CH:15]=[CH:14][CH:13]=[CH:12][N:11]=2)=[CH:6][CH:5]=1)([O-])=O>C(O)(=O)C>[N:11]1[CH:12]=[CH:13][CH:14]=[CH:15][C:10]=1[S:9][CH2:8][C:7]1[CH:16]=[CH:17][C:4]([NH2:1])=[CH:5][CH:6]=1. Procedure: 2-[(4-nitrobenzyl)sulfanyl]pyridine (14.5 g) was dissolved in acetic acid (145 ml), reduced iron (43.5 g) was added to the solution, and then, the mixture was stirred for 20 hours at room temperature. The mixture was filtered by Celite, washed with ethyl acetate, the solvent was removed under reduced pressure, and the obtained residue was purified by silica gel column chromatography, to give 4-[(2-pyridinylsulfanyl)methyl]aniline (4.9 g).